This data is from the Open Reaction Database (ORD), a public repository of structured organic reaction records. The task is: describe an organic reaction: reactants, conditions, products, and yield Reactants: carbohydrate, [Os] (osmium), dioxo osmate(VI), O=C[C@H](O)[C@@H](O)[C@H](O)[C@H](O)CO (glucose), [Os] (osmium), [K] (Potassium), O=C[C@H](O)[C@@H](O)[C@H](O)[C@H](O)CO (glucose), C(C)(=O)O (acetic acid). The product is O=C[C@H](O)[C@@H](O)[C@H](O)[C@H](O)CO (glucose), O=C([C@H](O)[C@@H](O)[C@H](O)[C@H](O)CO)[O-] (gluconate), [Os] (osmium). Isolated yield 10.0%. Reaction SMILES: [K].[O:2]=[CH:3][C@@H:4]([C@H:6]([C@@H:8]([C@@H:10]([CH2:12][OH:13])[OH:11])[OH:9])[OH:7])[OH:5].[Os:14].C(O)(=[O:17])C>>[O:2]=[CH:3][C@@H:4]([C@H:6]([C@@H:8]([C@@H:10]([CH2:12][OH:13])[OH:11])[OH:9])[OH:7])[OH:5].[O:2]=[C:3]([O-:17])[C@@H:4]([C@H:6]([C@@H:8]([C@@H:10]([CH2:12][OH:13])[OH:11])[OH:9])[OH:7])[OH:5].[Os:14] |^1:0|. Reported procedure: Potassium tricetato dioxo osmate(VI) reacts with glucose in glacial acetic acid to yield a brown or black product, depending upon the quantity of carbohydrate available for reaction and the reaction conditions employed. In situations in which there are two equivalents of glucose per equivalent of osmium, the product is black and contains 20 to 50% osmium. Larger quantities of glucose, or excess gluconate, results in a brown product with 10 to 20% osmium. Mild re-fluxing conditions (e.g. steam ba... Starting materials: CC1(C)OB(c2ccc(CBr)cc2)OC1(C)C, C1COCCN1, C1CCOC1. The product is CC1(C)OB(c2ccc(CN3CCOCC3)cc2)OC1(C)C. RXN SMILES: [Br:1][CH2:2][c:3]1[cH:4][cH:5][c:6]([B:9]2[O:10][C:11]([CH3:16])([CH3:17])[C:12]([CH3:14])([CH3:15])[O:13]2)[cH:7][cH:8]1.[CH2:18]1[CH2:19][O:20][CH2:21][CH2:22][NH:23]1.[CH2:24]1[O:25][CH2:26][CH2:27][CH2:28]1>>[CH2:2]([c:3]1[cH:4][cH:5][c:6]([B:9]2[O:10][C:11]([CH3:16])([CH3:17])[C:12]([CH3:14])([CH3:15])[O:13]2)[cH:7][cH:8]1)[N:23]1[CH2:18][CH2:19][O:20][CH2:21][CH2:22]1. Starting materials: [N+](=O)([O-])C=1C=C(C=CC1)C(NC(C)C1=CC(=C(C=C1)F)F)C1=CC=C(C=C1)F (N-[(3-nitrophenyl)-(4-fluorophenyl)methyl]-N-[1-(3,4-difluorophenyl)ethyl]amine), [BH4-].[Na+] (sodium borohydride). The reagents and catalysts are O.O.O.O.O.O.[Ni](Cl)Cl (nickel chloride hexahydrate). The solvent is CO (methanol). Yields the product FC1=CC=C(C=C1)C(C=1C=C(C=CC1)N)NC(C)C1=CC(=C(C=C1)F)F (3-{(4-Fluorophenyl)-[1-(3,4-difluorophenyl)ethylamino]methyl}phenylamine). Yield: 21.0%. As a reaction SMILES: [N+:1]([C:4]1[CH:5]=[C:6]([CH:10]([C:22]2[CH:27]=[CH:26][C:25]([F:28])=[CH:24][CH:23]=2)[NH:11][CH:12]([C:14]2[CH:19]=[CH:18][C:17]([F:20])=[C:16]([F:21])[CH:15]=2)[CH3:13])[CH:7]=[CH:8][CH:9]=1)([O-])=O.[BH4-].[Na+]>CO.O.O.O.O.O.O.[Ni](Cl)Cl>[F:28][C:25]1[CH:24]=[CH:23][C:22]([CH:10]([NH:11][CH:12]([C:14]2[CH:19]=[CH:18][C:17]([F:20])=[C:16]([F:21])[CH:15]=2)[CH3:13])[C:6]2[CH:5]=[C:4]([NH2:1])[CH:9]=[CH:8][CH:7]=2)=[CH:27][CH:26]=1 |f:1.2,4.5.6.7.8.9.10|. Procedure details: In a similar manner to that described in Example (15b), a solution of N-[(3-nitrophenyl)-(4-fluorophenyl)methyl]-N-[1-(3,4-difluorophenyl)ethyl]amine (3.0 g) [prepared as described in step (a) above] in methanol (10 ml), nickel chloride hexahydrate (3.69 g) and sodium borohydride (1.24 g) were reacted, and the reaction mixture was purified to afford isomer A of the title compound (630 mg) as a pale yellow oil and isomer B of the title compound (580 mg) as a pale yellow oil. Reactants: C(C)(C)C1=C(N)C(=CC=C1)C(C)C (2,6-Diisopropylaniline), ClC1=NC(N2C(C3=CC(=C(C=C3CC2)OC)OC)=C1)=O (2-chloro-9,10-dimethoxy-6,7-dihydro-4H-pyrimido[6,1-a]isoquinolin-4-one). Run in CC(C)O (propan-2-ol). The product is C(C)(C)C1=C(C(=CC=C1)C(C)C)N=C1NC(N2C(C3=CC(=C(C=C3CC2)OC)OC)=C1)=O (2-(2,6-Diisopropylphenylimino)-9,10-dimethoxy-3,4,6,7-tetrahydro-2H-pyrimido-[6,1-a]isoquinolin-4-one). The yield is 78.7%. RXN SMILES: [CH:1]([C:4]1[CH:10]=[CH:9][CH:8]=[C:7]([CH:11]([CH3:13])[CH3:12])[C:5]=1[NH2:6])([CH3:3])[CH3:2].Cl[C:15]1[CH:32]=[C:19]2[C:20]3[C:25]([CH2:26][CH2:27][N:18]2[C:17](=[O:33])[N:16]=1)=[CH:24][C:23]([O:28][CH3:29])=[C:22]([O:30][CH3:31])[CH:21]=3>CC(O)C>[CH:11]([C:7]1[CH:8]=[CH:9][CH:10]=[C:4]([CH:1]([CH3:3])[CH3:2])[C:5]=1[N:6]=[C:15]1[CH:32]=[C:19]2[C:20]3[C:25]([CH2:26][CH2:27][N:18]2[C:17](=[O:33])[NH:16]1)=[CH:24][C:23]([O:28][CH3:29])=[C:22]([O:30][CH3:31])[CH:21]=3)([CH3:13])[CH3:12]. Procedure: 2,6-Diisopropylaniline (9.62 ml, 51 mmol) and 2-chloro-9,10-dimethoxy-6,7-dihydro-4H-pyrimido[6,1-a]isoquinolin-4-one (5 g, 17 mmol) were suspended in propan-2-ol (400 ml) and heated at reflux, under nitrogen, for 4 days. After cooling to room temperature, the solution was concentrated in vacuo and the residue purified by flash column chromatography [dichloromethane/methanol (98:2-96:4)] to afford the title compound (5.8 g, 79%) as a yellow/orange solid. Starting materials: COC1=CC=C(CN(C(=O)OCC2=CC=CC=C2)[C@@H]2[C@@H]([C@H](CC2)CN2CCCC2)C2=CC=C(C=C2)F)C=C1 (1-(S)-(N-(4-Methoxybenzyl)-N-(benzyloxycarbonyl)-amino)-2-(S)-(4-fluorophenyl)-3-(S)-(pyrrolidin-1-ylmethyl)-cyclopentane). The reagents and catalysts are [Pd] (Pd/C). Run in CO (methanol), CC(=O)O (HOAc). Yields the product N[C@@H]1[C@@H]([C@H](CC1)CN1CCCC1)C1=CC=C(C=C1)F (1-(S)-(Amino)-2-(S)-(4-fluorophenyl)-3-(S)-(pyrrolidin-1-yl-methyl)cyclopentane). Isolated yield 77.6%. Reaction SMILES: COC1C=CC(C[N:8]([C@H:19]2[CH2:23][CH2:22][C@H:21]([CH2:24][N:25]3[CH2:29][CH2:28][CH2:27][CH2:26]3)[C@H:20]2[C:30]2[CH:35]=[CH:34][C:33]([F:36])=[CH:32][CH:31]=2)C(OCC2C=CC=CC=2)=O)=CC=1>CO.CC(O)=O.[Pd]>[NH2:8][C@H:19]1[CH2:23][CH2:22][C@H:21]([CH2:24][N:25]2[CH2:26][CH2:27][CH2:28][CH2:29]2)[C@H:20]1[C:30]1[CH:35]=[CH:34][C:33]([F:36])=[CH:32][CH:31]=1. Procedure: A solution of 477 mg of product from Step D in 5 mL of methanol and 0.117 mL of HOAc was hydrogenated over 70 mg of 10% Pd/C at 40 psi for 18 h. The mixture was filtered and evaporated to afford 188 mg of oil. The residue was purified by flash chromatography eluting with 2 to 10% methanol in methylene chloride to obtain 108 mg of title compound. Mass spec (NH3 /CI): 263 (M+1). Reactants: ClC1=C(C=C(C(=C1)F)[N+](=O)[O-])O (2-chloro-4-fluoro-5-nitrophenol), COCOC (dimethoxymethane), ice, O=P12OP3(=O)OP(=O)(O1)OP(=O)(O2)O3 (phosphorus pentoxide). Yields the product ClC1=CC(=C(C=C1OCOC)[N+](=O)[O-])F (4-chloro-2-fluoro-5-(methoxymethoxy)nitrobenzene). Isolated yield 95.0%. RXN SMILES: [Cl:1][C:2]1[CH:7]=[C:6]([F:8])[C:5]([N+:9]([O-:11])=[O:10])=[CH:4][C:3]=1[OH:12].[CH3:13][O:14][CH2:15]OC.O=P12OP3(OP(OP(O3)(O1)=O)(=O)O2)=O>C(Cl)Cl>[Cl:1][C:2]1[C:3]([O:12][CH2:13][O:14][CH3:15])=[CH:4][C:5]([N+:9]([O-:11])=[O:10])=[C:6]([F:8])[CH:7]=1. Reported procedure: To 1.12 g (5.9 mmol) of 2-chloro-4-fluoro-5-nitrophenol in 100 ml CH2Cl2 was added 2 ml of dimethoxymethane followed by 7.48 g (53 mmol) of phosphorus pentoxide. The reaction was stirred at room temperature for 3 hours after which time an additional 100 ml of CH2Cl2 was added. The reaction was poured onto 200 ml ice and the resulting layers were separated. The aqueous phase was extracted once more with water (2×100 ml), dried over MgSO4 and concentrated to afford 1.16 g (95% yield) of the desire... Solvent: C(Cl)Cl (CH2Cl2), C(Cl)Cl (CH2Cl2). Starting materials: COC1=NC(=NC(=C1)OC)OC=1C(=NC(=CC1)N1CCCC1)C(=O)OC (methyl 3-[(4,6-dimethoxypyrimidin-2-yl)oxy]-6-(1-pyrrolidinyl)picolinate), [OH-].[K+] (potassium hydroxide), CO (methanol), COCCOC (1,2-dimethoxyethane). The solvent is O (water). The product is COC1=NC(=NC(=C1)OC)OC=1C(=NC(=CC1)N1CCCC1)C(=O)O (3-[(4,6-dimethoxypyrimidin-2-yl)oxy]-6-(1-pyrrolidinyl)picolinic acid). Isolated yield 94.0%. Reaction SMILES: [CH3:1][O:2][C:3]1[CH:8]=[C:7]([O:9][CH3:10])[N:6]=[C:5]([O:11][C:12]2[C:13]([C:23]([O:25]C)=[O:24])=[N:14][C:15]([N:18]3[CH2:22][CH2:21][CH2:20][CH2:19]3)=[CH:16][CH:17]=2)[N:4]=1.[OH-].[K+].CO.COCCOC>O>[CH3:10][O:9][C:7]1[CH:8]=[C:3]([O:2][CH3:1])[N:4]=[C:5]([O:11][C:12]2[C:13]([C:23]([OH:25])=[O:24])=[N:14][C:15]([N:18]3[CH2:22][CH2:21][CH2:20][CH2:19]3)=[CH:16][CH:17]=2)[N:6]=1 |f:1.2|. Procedure: 1.44 g (4 mmol) of methyl 3-[(4,6-dimethoxypyrimidin-2-yl)oxy]-6-(1-pyrrolidinyl)picolinate and 0.67 g (12 mmol) of potassium hydroxide were added to 30 ml of methanol, 30 ml of 1,2-dimethoxyethane and 10 ml of water, and the mixture was reacted at 40° C. for 4 hours. The solvent was distilled off, and water was added to the residue. The mixture was acidified (pH=4) by 10% hydrochloric acid, then extracted with chloroform and ethyl acetate, dried and concentrated, and then crystallized from diis... Reactants: BrCCc1c[nH]c2ccccc12, C1CCNC1, C1COCCO1. Product: c1ccc2c(CCN3CCCC3)c[nH]c2c1. As a reaction SMILES: [Br:6][CH2:7][CH2:8][c:9]1[cH:10][nH:11][c:12]2[cH:13][cH:14][cH:15][cH:16][c:17]12.[CH2:1]1[CH2:2][CH2:3][NH:4][CH2:5]1.[O:18]1[CH2:19][CH2:20][O:21][CH2:22][CH2:23]1>>[CH2:1]1[CH2:2][CH2:3][N:4]([CH2:7][CH2:8][c:9]2[cH:10][nH:11][c:12]3[cH:13][cH:14][cH:15][cH:16][c:17]23)[CH2:5]1. RXN SMILES: [CH2:1]([CH3:2])[O:3][C:4](=[O:5])[c:6]1[nH:7][c:8]2[cH:9][cH:10][c:11]([O:15][CH2:16][C:17](=[O:18])[OH:19])[cH:12][c:13]2[cH:14]1.[CH2:20]1[CH2:21][O:22][CH2:23][CH2:24][NH:25]1.[CH3:26][N:27]([CH3:28])[CH:29]=[O:30]>>[CH2:1]([CH3:2])[O:3][C:4](=[O:5])[c:6]1[nH:7][c:8]2[cH:9][cH:10][c:11]([O:15][CH2:16][C:17](=[O:19])[N:25]3[CH2:20][CH2:21][O:22][CH2:23][CH2:24]3)[cH:12][c:13]2[cH:14]1. Product: CCOC(=O)c1cc2cc(OCC(=O)N3CCOCC3)ccc2[nH]1. The reactants are CCOC(=O)c1cc2cc(OCC(=O)O)ccc2[nH]1, C1COCCN1, CN(C)C=O.